From a dataset of the Open Reaction Database (ORD), a public repository of structured organic reaction records. describe an organic reaction: reactants, conditions, products, and yield Reaction SMILES: C(OC(=O)[NH:7][CH:8]1[CH2:13][CH2:12][N:11]([CH2:14][C@@H:15]([N:17]2[CH2:22][CH2:21][C@H:20]([OH:23])[C@@H:19]([CH3:24])[CH2:18]2)[CH3:16])[CH2:10][CH2:9]1)(C)(C)C.[ClH:26].O1CCOCC1.Cl.Cl.Cl.CC1CCN(CCN2CCC(N)CC2)CC1>>[ClH:26].[ClH:26].[ClH:26].[NH2:7][CH:8]1[CH2:13][CH2:12][N:11]([CH2:14][C@@H:15]([N:17]2[CH2:22][CH2:21][C@H:20]([OH:23])[C@@H:19]([CH3:24])[CH2:18]2)[CH3:16])[CH2:10][CH2:9]1 |f:3.4.5.6,7.8.9.10|. Starting materials: C(C)(C)(C)OC(NC1CCN(CC1)C[C@H](C)N1C[C@@H]([C@H](CC1)O)C)=O ({1-[(S)-2-((3S,4S)-4-Hydroxy-3-methyl-piperidin-1-yl)-propyl]-piperidin-4-yl}-carbamic acid tert-butyl ester), Cl (HCl), O1CCOCC1 (dioxane), Cl.Cl.Cl.CC1CCN(CC1)CCN1CCC(CC1)N (1-[2-(4-Methyl-piperidin-1-yl)-ethyl]-piperidin-4-ylamine tri-hydrochloride). Reported procedure: It is prepared by BOC-cleavage of tert-butyl ester 59 (0.666 g, 1.95 mmol) with 4M-HCl in dioxane (2.93 ml, 11.72 mmol) as described for amine 7. Yields the product Cl.Cl.Cl.NC1CCN(CC1)C[C@H](C)N1C[C@@H]([C@H](CC1)O)C ((3S,4S)-1-[(S)-2-(4-Amino-piperidin-1-yl)-1-methyl-ethyl]-3-methyl-piperidin-4-ol tri-hydrochloride). The reactants are C1(CC1)[C@@H]1[C@H](C(=O)OCC2=CC=CC=C2)O1 (benzyl (2R,3R)-3-cyclopropyl-2,3-epoxypropionate). The reagents and catalysts are [C].[Pd] (palladium-carbon). Run in O1CCCC1 (tetrahydrofuran). Reaction conditions: time 2 hour. The product is C1(CC1)[C@@H]1[C@H](C(=O)O)O1 ((2R,3R)-3-cyclopropyl-2,3-epoxypropionic acid). As a reaction SMILES: [CH:1]1([C@H:4]2[O:16][C@H:5]2[C:6]([O:8]CC2C=CC=CC=2)=[O:7])[CH2:3][CH2:2]1>O1CCCC1.[C].[Pd]>[CH:1]1([C@H:4]2[O:16][C@H:5]2[C:6]([OH:8])=[O:7])[CH2:3][CH2:2]1 |f:2.3|. Procedure: A 2.04 g of benzyl (2R,3R)-3-cyclopropyl-2,3-epoxypropionate is dissolved in 40 ml of tetrahydrofuran and subjected to catalytic hydrogenation at room temperature under atmospheric pressure using 1 g of 10 % palladium-carbon. After 2 hours, the catalyst is removed by filtration. After 40 ml of toluene is added to the filtrate, the resulting mixture is concentrated under reduced pressure to remove tetrahydrofuran to give a solution of (2R,3R)-3-cyclopropyl-2,3-epoxypropionic acid in toluene. Then... Reactants: B, CC(C)(C)OC(=O)N1CCC(Nc2ccc(Br)cc2C#N)CC1, C1CCOC1, C1CCOC1. The product is CC(C)(C)OC(=O)N1CCC(Nc2ccc(Br)cc2CN)CC1. Reaction SMILES: [BH3:34].[Br:1][c:2]1[cH:3][c:4]([C:22]#[N:23])[c:5]([NH:8][CH:9]2[CH2:10][CH2:11][N:12]([C:15](=[O:16])[O:17][C:18]([CH3:19])([CH3:20])[CH3:21])[CH2:13][CH2:14]2)[cH:6][cH:7]1.[CH2:24]1[O:25][CH2:26][CH2:27][CH2:28]1.[O:29]1[CH2:30][CH2:31][CH2:32][CH2:33]1>>[Br:1][c:2]1[cH:3][c:4]([CH2:22][NH2:23])[c:5]([NH:8][CH:9]2[CH2:10][CH2:11][N:12]([C:15](=[O:16])[O:17][C:18]([CH3:19])([CH3:20])[CH3:21])[CH2:13][CH2:14]2)[cH:6][cH:7]1. The reactants are CCOC(=O)c1oc2cccc(C(N)=O)c2c1C, CCOC(=O)c1oc2cccc(C(=O)NC)c2c1C, [H-], CI, [Na+], CN(C)C=O. Yields the product CCOC(=O)c1oc2cccc(C(=O)N(C)C)c2c1C. RXN SMILES: [CH2:1]([O:2][C:3]([c:4]1[o:5][c:6]2[cH:7][cH:8][cH:9][c:10]([C:11](=[O:12])[NH2:13])[c:14]2[c:15]1[CH3:16])=[O:17])[CH3:18].[CH2:23]([CH3:24])[O:25][C:26](=[O:27])[c:28]1[o:29][c:30]2[c:31]([c:32]1[CH3:33])[c:34]([C:38]([NH:39][CH3:40])=[O:41])[cH:35][cH:36][cH:37]2.[H-:20].[I:21][CH3:22].[Na+:19].[O:42]=[CH:43][N:44]([CH3:45])[CH3:46]>>[CH3:1][N:39]([C:38]([c:34]1[c:31]2[c:30]([o:29][c:28]([C:26]([O:25][CH2:23][CH3:24])=[O:27])[c:32]2[CH3:33])[cH:37][cH:36][cH:35]1)=[O:41])[CH3:40]. Starting materials: C(C1=CC=CC=C1)OC=1C=C(C=CC1C1=CN=C(O1)C)C1=NN=C2N1CCCC2(OC2=CC(=C(C=C2)F)F)CC(C)O ((3-[3-(benzyloxy)-4-(2-methyl-1,3-oxazol-5-yl)phenyl]-8-(3,4-difluorophenoxy)-5,6,7,8-tetrahydro[1,2,4]triazolo[4,3-a]pyridin-8-yl}propan-2-ol). The reagents and catalysts are [C].[Pd] (palladium-carbon). Solvent: CO (methanol). Run at time 45 minute. Yields the product FC=1C=C(OC2(C=3N(CCC2)C(=NN3)C=3C=CC(=C(C3)O)C3=CN=C(O3)C)C(C)(C)O)C=CC1F (5-[8-(3,4-difluorophenoxy)-8-(1-hydroxy-1-methylethyl)-5,6,7,8-tetrahydro[1,2,4]triazolo[4,3-a]pyridin-3-yl]-2-(2-methyl-1,3-oxazol-5-yl)phenol). Yield: 137.9%. As a reaction SMILES: C([O:8][C:9]1[CH:10]=[C:11]([C:21]2[N:25]3[CH2:26][CH2:27][CH2:28][C:29](CC(O)C)([O:30][C:31]4[CH:36]=[CH:35][C:34]([F:37])=[C:33]([F:38])[CH:32]=4)[C:24]3=[N:23][N:22]=2)[CH:12]=[CH:13][C:14]=1[C:15]1[O:19][C:18]([CH3:20])=[N:17][CH:16]=1)C1C=CC=CC=1>CO.[C].[Pd]>[F:38][C:33]1[CH:32]=[C:31]([CH:36]=[CH:35][C:34]=1[F:37])[O:30][C:29]1([C:9]([OH:8])([CH3:10])[CH3:14])[CH2:28][CH2:27][CH2:26][N:25]2[C:21]([C:11]3[CH:12]=[CH:13][C:14]([C:15]4[O:19][C:18]([CH3:20])=[N:17][CH:16]=4)=[C:9]([OH:8])[CH:10]=3)=[N:22][N:23]=[C:24]12 |f:2.3|. Procedure details: A mixture of 2-{(3-[3-(benzyloxy)-4-(2-methyl-1,3-oxazol-5-yl)phenyl]-8-(3,4-difluorophenoxy)-5,6,7,8-tetrahydro[1,2,4]triazolo[4,3-a]pyridin-8-yl}propan-2-ol (100 mg) and 5% palladium-carbon (100 mg) in methanol (1.5 mL) was stirred at room temperature for 45 min under a hydrogen atmosphere. The mixture was filtered through celite, and the solvent was evaporated under reduced pressure. The residue was purified by silica gel column chromatography (ethyl acetate/hexane) to give the title compound... Reactants: NC1=C(C=C(C=O)C=C1)[N+](=O)[O-] (4-amino-3-nitro-benzaldehyde), [BH4-].[Na+] (NaBH4), CNC (dimethylamine). The reagents and catalysts are CC(C)O[Ti](OC(C)C)(OC(C)C)OC(C)C (Ti(OiPr)4). The solvent is CCOC(=O)C (EtOAc), CO (MeOH), CO (MeOH). Conditions: time 15 minute. The product is CN(C)CC1=CC(=C(C=C1)N)[N+](=O)[O-] (4-Dimethylaminomethyl-2-nitro-phenylamine). RXN SMILES: [CH3:1][NH:2][CH3:3].[NH2:4][C:5]1[CH:12]=[CH:11][C:8]([CH:9]=O)=[CH:7][C:6]=1[N+:13]([O-:15])=[O:14].[BH4-].[Na+]>CO.CCOC(C)=O.CC(O[Ti](OC(C)C)(OC(C)C)OC(C)C)C>[CH3:1][N:2]([CH2:9][C:8]1[CH:11]=[CH:12][C:5]([NH2:4])=[C:6]([N+:13]([O-:15])=[O:14])[CH:7]=1)[CH3:3] |f:2.3|. Reported procedure: To a stirred solution of dimethylamine (4.0 mL, 2 M, 8.0 mmol) in MeOH (4 mL) was added Ti(OiPr)4 (1.15 g, 4 mmol) and the solution was stirred at room temperature for 15 minutes Then 4-amino-3-nitro-benzaldehyde (160 g, 1.0 mmol) in MeOH (2 mL) was added and the solution was stirred at room temperature overnight. Then NaBH4 (78 g, 2 mmol) was added and the solution was stirred at room temperature for 1 hour. LCMS showed major product peak. The solution was diluted with EtOAc (60 mL) and washed ... The reactants are P(OC)(OC)(=S)[S-].[Na+] (sodium O,O-dimethyl phosphorodithioate), CC(C1=CC=CC=C1)(C)SCCl (chloromethyl α,α-dimethylbenzyl sulfide). Run in CC(=O)C (acetone). Reaction conditions: time 8 hour. Product: P(OC)(OC)(=S)SCSC(C1=CC=CC=C1)(C)C (S-(α,α-Dimethylbenzylthio)methyl O,O-Dimethyl Phosphorodithioate). As a reaction SMILES: [CH3:1][C:2]([S:10][CH2:11]Cl)([CH3:9])[C:3]1[CH:8]=[CH:7][CH:6]=[CH:5][CH:4]=1.[P:13]([S-:19])(=[S:18])([O:16][CH3:17])[O:14][CH3:15].[Na+]>CC(C)=O>[P:13]([S:19][CH2:11][S:10][C:2]([CH3:9])([CH3:1])[C:3]1[CH:8]=[CH:7][CH:6]=[CH:5][CH:4]=1)(=[S:18])([O:16][CH3:17])[O:14][CH3:15] |f:1.2|. Reported procedure: To 0.078 mole of chloromethyl α,α-dimethylbenzyl sulfide in 100 ml. of acetone is added 15.3 grams (0.078 mole) of sodium O,O-dimethyl phosphorodithioate followed by stirring overnight. The reaction mixture is maintained at a temperature of 25° C. to 30° C. Starting materials: COC1=CC2=C(CC(N(CC2)CCCN(CCCSC2=CC=CC=C2)C)=O)C=C1OC (N-[3-(7,8-dimethoxy-1,3,4,5-tetrahydro-2H-3-benzazepin-2-on-3-yl)-propyl]-N-[3-(phenylthio)-propyl]-methylamine), [Se](=O)=O (selenium dioxide). The product is COC1=CC2=C(C(C(N(CC2)CCCN(CCCSC2=CC=CC=C2)C)=O)=O)C=C1OC (N-[3-(7,8-dimethoxy-1,3,4,5-tetrahydro-2H-3-benzazepin-1,2-dion-3-yl)-propyl]-N-[3-(phenylthio)-propyl]-methylamine). As a reaction SMILES: [CH3:1][O:2][C:3]1[C:29]([O:30][CH3:31])=[CH:28][C:6]2[CH2:7][C:8](=[O:27])[N:9]([CH2:12][CH2:13][CH2:14][N:15]([CH3:26])[CH2:16][CH2:17][CH2:18][S:19][C:20]3[CH:25]=[CH:24][CH:23]=[CH:22][CH:21]=3)[CH2:10][CH2:11][C:5]=2[CH:4]=1.[Se](=O)=[O:33]>>[CH3:1][O:2][C:3]1[C:29]([O:30][CH3:31])=[CH:28][C:6]2[C:7](=[O:33])[C:8](=[O:27])[N:9]([CH2:12][CH2:13][CH2:14][N:15]([CH3:26])[CH2:16][CH2:17][CH2:18][S:19][C:20]3[CH:25]=[CH:24][CH:23]=[CH:22][CH:21]=3)[CH2:10][CH2:11][C:5]=2[CH:4]=1. Reported procedure: The title compound is prepared from N-[3-(7,8-dimethoxy-1,3,4,5-tetrahydro-2H-3-benzazepin-2-on-3-yl)-propyl]-N-[3-(phenylthio)-propyl]-methylamine and selenium dioxide analogously to Example 55.